Task: describe an organic reaction: reactants, conditions, products, and yield. Dataset: the Open Reaction Database (ORD), a public repository of structured organic reaction records The reactants are C(=O)C(C(=O)OCC)C(C(=O)[O-])C (ethyl 2-formyl-3-methylsuccinate), S(=O)(=O)(O)O.C(N)(=N)N1CCN(CC1)CC1=CC=CC=C1 (1-amidino-4-benzylpiperazine sulfate), C(C)(C)(C)O[K] (tert-C4H9OK). The product is C(C1=CC=CC=C1)N1CCN(CC1)C1=NC=C(C(=N1)O)C(C)C(=O)OCC (2-(4-benzylpiperazino)-5-(1-ethoxycarbonylethyl)-4-hydroxypyrimidine). Isolated yield 18.4%. RXN SMILES: [CH:1]([CH:3]([CH:9]([CH3:13])[C:10]([O-:12])=O)[C:4]([O:6][CH2:7][CH3:8])=[O:5])=O.S(O)(O)(=O)=O.[C:19]([N:22]1[CH2:27][CH2:26][N:25]([CH2:28][C:29]2[CH:34]=[CH:33][CH:32]=[CH:31][CH:30]=2)[CH2:24][CH2:23]1)(=[NH:21])[NH2:20].C(O[K])(C)(C)C>>[CH2:28]([N:25]1[CH2:24][CH2:23][N:22]([C:19]2[N:21]=[C:10]([OH:12])[C:9]([CH:3]([C:4]([O:6][CH2:7][CH3:8])=[O:5])[CH3:1])=[CH:13][N:20]=2)[CH2:27][CH2:26]1)[C:29]1[CH:30]=[CH:31][CH:32]=[CH:33][CH:34]=1 |f:1.2|. Procedure details: A solution of 2.16 g (10 mmoles) of ethyl 2-formyl-3-methylsuccinate [Zhur. Obshche i Khim., 30, 2250 (1960)] was added to a mixture of 2.67 g (10 mmoles) of 1-amidino-4-benzylpiperazine sulfate, 1.12 g (10 mmoles) of tert-C4H9OK and 12 ml of tert-C4O9OH. The mixture was then refluxed for 6 hours. The reaction mixture was cooled, and extracted by adding water and CHCl3. The CHCl3 layer was dried over anhydrous MgSO4, and the solvent was evaporated under reduced pressure. The residue was purified...